This data is from the Open Reaction Database (ORD), a public repository of structured organic reaction records. The task is: describe an organic reaction: reactants, conditions, products, and yield Starting materials: ClCCl, O=C(O)C(CCCl)c1cc(F)c(F)c(F)c1, O=C(Cl)C(=O)Cl, CN(C)C=O. Product: O=C(Cl)C(CCCl)c1cc(F)c(F)c(F)c1. As a reaction SMILES: [CH2:28]([Cl:29])[Cl:30].[Cl:12][CH2:13][CH2:14][CH:15]([C:16](=[O:17])[OH:18])[c:19]1[cH:20][c:21]([F:27])[c:22]([F:26])[c:23]([F:25])[cH:24]1.[Cl:1][C:2]([C:3]([Cl:4])=[O:5])=[O:6].[O:7]=[CH:8][N:9]([CH3:10])[CH3:11]>>[Cl:1][C:16]([CH:15]([CH2:14][CH2:13][Cl:12])[c:19]1[cH:20][c:21]([F:27])[c:22]([F:26])[c:23]([F:25])[cH:24]1)=[O:17].